Task: describe an organic reaction: reactants, conditions, products, and yield. Dataset: the Open Reaction Database (ORD), a public repository of structured organic reaction records Reactants: C(C1=CC=CC=C1)(=O)OC([C@H]1OC([C@@H](C1)OC(C)=O)OC(C)=O)C1CCCC1 ([cyclopentyl-[(2S,4R)-4,5-diacetoxytetrahydrofuran-2-yl]methyl] benzoate), C(C1=CC=CC=C1)(=O)OC([C@H]1OC([C@@H](C1)OC(C)=O)OC(C)=O)C1CCCC1 ([cyclopentyl-[(2S,4R)-4,5-diacetoxytetrahydrofuran-2-yl]methyl] benzoate), [Si](C)(C)(C)OS(=O)(=O)C(F)(F)F (TMSOTf), NC=1NC(C2=C(N1)NC(S2)=O)=O (5-amino-3,6-dihydrothiazolo[4,5-d]pyrimidine-2,7-dione). Solvent: C(C)#N (ACN). Reaction conditions: temperature 70 celsius, time 0.5 hour. Yields the product C(C1=CC=CC=C1)(=O)OC(C1CCCC1)[C@H]1O[C@H]([C@@H](C1)OC(C)=O)N1C(SC2=C1N=C(NC2=O)N)=O ([[(2S,4R,5R)-4-acetoxy-5-(5-amino-2,7-dioxo-6H-thiazolo[4,5-d]pyrimidin-3-yl)tetrahydrofuran-2-yl]-cyclopentyl-methyl] benzoate). Yield: 31.1%. RXN SMILES: [NH2:1][C:2]1[NH:3][C:4](=[O:12])[C:5]2[S:10][C:9](=[O:11])[NH:8][C:6]=2[N:7]=1.[C:13]([O:21][CH:22]([CH:36]1[CH2:40][CH2:39][CH2:38][CH2:37]1)[C@@H:23]1[CH2:27][C@@H:26]([O:28][C:29](=[O:31])[CH3:30])[CH:25](OC(=O)C)[O:24]1)(=[O:20])[C:14]1[CH:19]=[CH:18][CH:17]=[CH:16][CH:15]=1.[Si](OS(C(F)(F)F)(=O)=O)(C)(C)C>C(#N)C>[C:13]([O:21][CH:22]([C@@H:23]1[CH2:27][C@@H:26]([O:28][C:29](=[O:31])[CH3:30])[C@H:25]([N:8]2[C:6]3[N:7]=[C:2]([NH2:1])[NH:3][C:4](=[O:12])[C:5]=3[S:10][C:9]2=[O:11])[O:24]1)[CH:36]1[CH2:37][CH2:38][CH2:39][CH2:40]1)(=[O:20])[C:14]1[CH:19]=[CH:18][CH:17]=[CH:16][CH:15]=1. Procedure details: To a suspension of 5-amino-3,6-dihydrothiazolo[4,5-d]pyrimidine-2,7-dione (370 mg, 2.0 mmol) in ACN (20 mL) was added BSA (2.1 g, 10 mmol). The resulting reaction mixture was then stirred at 70° C. for 0.5 hour under argon to form a clear solution. After the solution was cooled to room temperature, [cyclopentyl-[(2S,4R)-4,5-diacetoxytetrahydrofuran-2-yl]methyl] benzoate (compound 11c, 400 mg, 1.0 mmol) and TMSOTf (2.25 g, 10 mmol) were added in sequence. After being heated with stirring at 70° C...